This data is from the Open Reaction Database (ORD), a public repository of structured organic reaction records. The task is: describe an organic reaction: reactants, conditions, products, and yield The reactants are O=C1NCCN(CC=Cc2ccc(Cl)cc2)C1=O, [H-], Nc1ncnc2cc(CCl)ccc12, [Na+], CN(C)C=O. The product is Nc1ncnc2cc(CN3CCN(CC=Cc4ccc(Cl)cc4)C(=O)C3=O)ccc12. Reaction SMILES: [Cl:1][c:2]1[cH:3][cH:4][c:5]([CH:8]=[CH:9][CH2:10][N:11]2[C:12](=[O:18])[C:13](=[O:17])[NH:14][CH2:15][CH2:16]2)[cH:6][cH:7]1.[H-:20].[NH2:21][c:22]1[n:23][cH:24][n:25][c:26]2[cH:27][c:28]([CH2:32][Cl:33])[cH:29][cH:30][c:31]12.[Na+:19].[O:34]=[CH:35][N:36]([CH3:37])[CH3:38]>>[Cl:1][c:2]1[cH:3][cH:4][c:5]([CH:8]=[CH:9][CH2:10][N:11]2[C:12](=[O:18])[C:13](=[O:17])[N:14]([CH2:32][c:28]3[cH:27][c:26]4[n:25][cH:24][n:23][c:22]([NH2:21])[c:31]4[cH:30][cH:29]3)[CH2:15][CH2:16]2)[cH:6][cH:7]1. Procedure: This material is prepared by a method analogous to that described for Example 21, starting from 4-{4-[(2-amino-6-phenylpyrimidin-4-yl)amino]phenoxy}pyridine-2-carboxylic acid and dimethylamine. The reactants are NC1=NC(=CC(=N1)NC1=CC=C(OC2=CC(=NC=C2)C(=O)O)C=C1)C1=CC=CC=C1 (4-{4-[(2-amino-6-phenylpyrimidin-4-yl)amino]phenoxy}pyridine-2-carboxylic acid), CNC (dimethylamine). The product is NC1=NC(=CC(=N1)NC1=CC=C(OC2=CC(=NC=C2)C(=O)N(C)C)C=C1)C1=CC=CC=C1 (4-{4-[(2-amino-6-phenylpyrimidin-4-yl)amino]phenoxy}-N,N-dimethylpyridine-2-carboxamide). RXN SMILES: [NH2:1][C:2]1[N:7]=[C:6]([NH:8][C:9]2[CH:24]=[CH:23][C:12]([O:13][C:14]3[CH:19]=[CH:18][N:17]=[C:16]([C:20]([OH:22])=O)[CH:15]=3)=[CH:11][CH:10]=2)[CH:5]=[C:4]([C:25]2[CH:30]=[CH:29][CH:28]=[CH:27][CH:26]=2)[N:3]=1.[CH3:31][NH:32][CH3:33]>>[NH2:1][C:2]1[N:7]=[C:6]([NH:8][C:9]2[CH:24]=[CH:23][C:12]([O:13][C:14]3[CH:19]=[CH:18][N:17]=[C:16]([C:20]([N:32]([CH3:33])[CH3:31])=[O:22])[CH:15]=3)=[CH:11][CH:10]=2)[CH:5]=[C:4]([C:25]2[CH:26]=[CH:27][CH:28]=[CH:29][CH:30]=2)[N:3]=1. Reactants: C(OC1=C(C=C(C=C1)[N+](=O)[O-])C(C)(C)C)([O-])=O (t-butyl-p-nitrophenyl carbonate), NCCNCCN (diethylenetriamine), C(Cl)(Cl)Cl (CHCl3), C(Cl)(Cl)Cl (CHCl3). Conditions: time 8 hour. Yields the product Cl.Cl.C(=O)(OC(C)(C)C)N(CCN)CCN (MonoBoc-diethylenetriamine dihydrochloride). RXN SMILES: [C:1](=[O:17])([O-])[O:2][C:3]1[CH:8]=CC([N+]([O-])=O)=C[C:4]=1C(C)(C)C.[NH2:18][CH2:19][CH2:20][NH:21][CH2:22][CH2:23][NH2:24].[CH:25](Cl)(Cl)[Cl:26]>>[ClH:26].[ClH:26].[C:1]([N:21]([CH2:22][CH2:23][NH2:24])[CH2:20][CH2:19][NH2:18])([O:2][C:3]([CH3:4])([CH3:8])[CH3:25])=[O:17] |f:3.4.5|. Procedure details: A solution of t-butyl-p-nitrophenyl carbonate (10 g; 0.0418 mole) in CHCl3 (400 ml) was added to a solution of diethylenetriamine (45 ml; 0.0417 mole) in CHCl3 (250 ml) at 0° C. over a period of 3 h. The reaction mixture was stirred overnight at room temperature. The precipitate that appeared was filtered and washed in CHCl3. The solvent was evaporated, first under reduced pressure with a water-aspirator, then with an oil-pump (0.05 mmHg; 50° C.). The residue was dissolved in a mixture ethylacet...